From a dataset of the Open Reaction Database (ORD), a public repository of structured organic reaction records. describe an organic reaction: reactants, conditions, products, and yield The reactants are N1=CC=CC(=C1)[C@H]1N(C)CCC1 ((S)-nicotine), BrCCCCCC=C(C)C (8-bromo-2-methyl-oct-2-ene). The solvent is CC(=O)O (AcOH). Yields the product Br.[Br-].CC(=CCCCCC[N+]1=CC(=CC=C1)[C@H]1N(CCC1)C)C ((S)-1-(7-Methyl-oct-6-enyl)-3-(1-methyl-pyrrolidin-2-yl)-pyridinium bromide hydrobromide). RXN SMILES: [N:1]1[CH:6]=[C:5]([C@@H:7]2[CH2:12][CH2:11][CH2:10][N:8]2[CH3:9])[CH:4]=[CH:3][CH:2]=1.[Br:13][CH2:14][CH2:15][CH2:16][CH2:17][CH2:18][CH:19]=[C:20]([CH3:22])[CH3:21]>CC(O)=O>[BrH:13].[Br-:13].[CH3:21][C:20]([CH3:22])=[CH:19][CH2:18][CH2:17][CH2:16][CH2:15][CH2:14][N+:1]1[CH:2]=[CH:3][CH:4]=[C:5]([C@@H:7]2[CH2:12][CH2:11][CH2:10][N:8]2[CH3:9])[CH:6]=1 |f:3.4.5|. Reported procedure: To a stired solution of (S)-nicotine (0.33 g, 2.0 mmol) in AcOH (10 ml) was added 8-bromo-2-methyl-oct-2-ene (1.05 g, 5.12 mmol). The mixture was heated at reflux for 3 days. AcOH was evaporated and the residue was recrystallized in ethyl acetate-CHCl3 to (S)-1-(7-methyl-oct-6-enyl)-3-(1-methyl-pyrrolidin-2-yl)-pyridinium bromide hydrobromide (NONB-6e7M) (0.58 g, 63%) as hygroscopic white crystals: 1H NMR (300 MHz, CDCl3) δ 11.61 (1H, s), 10.38 (1H, s), 9.52 (1H, d, J=8.1 Hz), 9.17 (1H, d, J=6.0...